This data is from the Open Reaction Database (ORD), a public repository of structured organic reaction records. The task is: describe an organic reaction: reactants, conditions, products, and yield The reactants are C1CCOC1, CC=C(C)C, CC(C)(C)O, [O-][Cl+][O-], O=Cc1[nH]c(C2CC2)nc1Cl, [Na+], [Na+], O, O, O=P([O-])(O)O. The product is O=C(O)c1[nH]c(C2CC2)nc1Cl. As a reaction SMILES: [CH2:29]1[O:30][CH2:31][CH2:32][CH2:33]1.[CH3:23][C:24](=[CH:25][CH3:26])[CH3:27].[CH3:34][C:35]([OH:36])([CH3:37])[CH3:38].[Cl+:1]([O-:2])[O-:3].[Cl:12][c:13]1[n:14][c:15]([CH:20]2[CH2:21][CH2:22]2)[nH:16][c:17]1[CH:18]=[O:19].[Na+:11].[Na+:4].[OH2:28].[OH2:5].[P:6]([O-:7])([OH:8])([OH:9])=[O:10]>>[OH:5][C:18]([c:17]1[c:13]([Cl:12])[n:14][c:15]([CH:20]2[CH2:21][CH2:22]2)[nH:16]1)=[O:19]. Starting materials: [Cu](C#N)C#N (copper cyanide), [C-]#N.[Na+] (sodium cyanide), N(=O)[O-].[Na+] (sodium nitrite), Cl (HCl), ClC=1C(=CC(=C(N)C1)C)[N+](=O)[O-] (5-chloro-2-methyl-4-nitroaniline). Run in O (water), O (water), CCOC(=O)C (EtOAc), O (water), CC(=O)C (acetone), O (water). Conditions: temperature 0 celsius, time 30 minute. The product is ClC=1C(=CC(=C(C#N)C1)C)[N+](=O)[O-] (5-chloro-2-methyl-4-nitrobenzonitrile). Yield: 61.1%. RXN SMILES: [Cl:1][C:2]1[C:3]([N+:10]([O-:12])=[O:11])=[CH:4][C:5]([CH3:9])=[C:6]([CH:8]=1)N.Cl.N([O-])=O.[Na+].[Cu](C#N)[C:19]#[N:20].[C-]#N.[Na+]>CC(C)=O.O.CCOC(C)=O>[Cl:1][C:2]1[C:3]([N+:10]([O-:12])=[O:11])=[CH:4][C:5]([CH3:9])=[C:6]([CH:8]=1)[C:19]#[N:20] |f:2.3,5.6|. Procedure details: To 5-chloro-2-methyl-4-nitroaniline (5 g, 26.8 mmol) in a mixture of acetone (17.5 mL) and water (19 mL) at 0° C. was added conc. HCl (5.6 mL). A solution of sodium nitrite (2.25 g, 32.6 mmol) in water (7.5 mL) was added dropwise and the mixture was allowed to stir at 0° C. for 30 min. The mixture was then added dropwise to a mixture of copper cyanide (3.75 g, 42 mmol) and sodium cyanide (5.5 g, 112 mmol) in water (25 mL) and EtOAc (12.5 mL). The mixture was allowed to stir at RT for 1 h and the... Starting materials: O=C=O, CC#N, Cl, [K+], [K+], O=C([O-])[O-], COCCCCC(O)(c1ccccc1)C1CCN(C(=O)OC(C)(C)C)C1. The product is COCCCCC(O)(c1ccccc1)C1CCNC1. RXN SMILES: [C:34](=[O:35])=[O:36].[CH3:37][C:38]#[N:39].[ClH:27].[K+:28].[K+:29].[O-:30][C:31]([O-:32])=[O:33].[OH:1][C:2]([CH2:3][CH2:4][CH2:5][CH2:6][O:7][CH3:8])([c:9]1[cH:10][cH:11][cH:12][cH:13][cH:14]1)[CH:15]1[CH2:16][N:17]([C:20]([O:21][C:22]([CH3:23])([CH3:24])[CH3:25])=[O:26])[CH2:18][CH2:19]1>>[OH:1][C:2]([CH2:3][CH2:4][CH2:5][CH2:6][O:7][CH3:8])([c:9]1[cH:10][cH:11][cH:12][cH:13][cH:14]1)[CH:15]1[CH2:16][NH:17][CH2:18][CH2:19]1.